Task: describe an organic reaction: reactants, conditions, products, and yield. Dataset: the Open Reaction Database (ORD), a public repository of structured organic reaction records Reactants: C1=CC(=CC(=C1)Cl)C(=O)OO (m-CPBA), [Si](C)(C)(C(C)(C)C)OC[C@@H]1OCC=C[C@H]1O (trans-2-(tert-butyldimethylsilanyloxymethyl)-3,6-dihydro-2H-pyran-3-ol), CSC (Dimethyl sulfide). Run in C(Cl)Cl (CH2Cl2). Reaction conditions: temperature 0 celsius, time 1 hour. The product is [Si](C)(C)(C(C)(C)C)OCC1OCC2OC2C1O (4-(tert-buyldimethylsilanyloxymethyl)-3,7-dioxa-bicyclo[4.1.0]heptan-5-ol). As a reaction SMILES: [Si:1]([O:8][CH2:9][C@H:10]1[C@H:15]([OH:16])[CH:14]=[CH:13][CH2:12][O:11]1)([C:4]([CH3:7])([CH3:6])[CH3:5])([CH3:3])[CH3:2].C1C=C(Cl)C=C(C(OO)=[O:25])C=1.CSC>C(Cl)Cl>[Si:1]([O:8][CH2:9][CH:10]1[CH:15]([OH:16])[CH:14]2[CH:13]([O:25]2)[CH2:12][O:11]1)([C:4]([CH3:7])([CH3:6])[CH3:5])([CH3:3])[CH3:2]. Reported procedure: To a 0° C., stirred solution of trans-2-(tert-butyldimethylsilanyloxymethyl)-3,6-dihydro-2H-pyran-3-ol (0.110 g, 0.45 mmol) in CH2Cl2 (10 ml) was added m-CPBA (75%, 0.108 g, 1.08 mmol) and the mixture was stirred for 1 h at 0° C. Dimethyl sulfide (0.01 ml) was added and stirring was continued for 10 min. The solvent was removed in vacuo and the crude product was diluted with EtOAc (30 ml). The resulting solution was washed successively with saturated aqueous Na2CO3 (10 ml), water (10 ml×2) and b... Reactants: [C@H]12[C@H](NC[C@@H]2C1)CNC(=O)C1=C(N=C2SC=CN21)C (6-Methyl-imidazo[2,1-b]thiazole-5-carboxylic acid[(1S,2S,5R)-1-(3-aza-bicyclo[3.1.0]hex-2-yl)methyl]-amide), C1(=CC=CC=C1)C=1C(=NC=CN1)C(=O)O (3-Phenyl-pyrazine-2-carboxylic acid). Yields the product C1(=CC=CC=C1)C=1C(=NC=CN1)C(=O)N1[C@@H]([C@H]2C[C@H]2C1)CNC(=O)C1=C(N=C2SC=CN21)C (6-Methyl-imidazo[2,1-b]thiazole-5-carboxylic acid[(1S,2S,5R)-3-(3-phenyl-pyrazine-2-carbonyl)-3-aza-bicyclo[3.1.0]hex-2-ylmethyl]-amide). Reaction SMILES: [C@H:1]12[CH2:6][C@H:5]1[CH2:4][NH:3][C@@H:2]2[CH2:7][NH:8][C:9]([C:11]1[N:18]2[C:14]([S:15][CH:16]=[CH:17]2)=[N:13][C:12]=1[CH3:19])=[O:10].[C:20]1([C:26]2[C:27]([C:32](O)=[O:33])=[N:28][CH:29]=[CH:30][N:31]=2)[CH:25]=[CH:24][CH:23]=[CH:22][CH:21]=1>>[C:20]1([C:26]2[C:27]([C:32]([N:3]3[CH2:4][C@H:5]4[C@H:1]([CH2:6]4)[C@H:2]3[CH2:7][NH:8][C:9]([C:11]3[N:18]4[C:14]([S:15][CH:16]=[CH:17]4)=[N:13][C:12]=3[CH3:19])=[O:10])=[O:33])=[N:28][CH:29]=[CH:30][N:31]=2)[CH:21]=[CH:22][CH:23]=[CH:24][CH:25]=1. Procedure: prepared by reaction of 6-Methyl-imidazo[2,1-b]thiazole-5-carboxylic acid[(1S,2S,5R)-1-(3-aza-bicyclo[3.1.0]hex-2-yl)methyl]-amide with 3-Phenyl-pyrazine-2-carboxylic acid. LC-MS (basic): tR=1.18 min; [M+H]+=458.9.